This data is from the Open Reaction Database (ORD), a public repository of structured organic reaction records. The task is: describe an organic reaction: reactants, conditions, products, and yield Reactants: CC1=C(C(N)=O)C(c2ccc(C#N)cc2[N+](=O)[O-])NC(=O)N1c1cccc(C(F)(F)F)c1, C1CCOC1, CC[N+](CC)(CC)S(=O)(=O)NC(=O)OC, CCOC(C)=O, [OH-]. The product is CC1=C(C#N)C(c2ccc(C#N)cc2[N+](=O)[O-])NC(=O)N1c1cccc(C(F)(F)F)c1. RXN SMILES: [C:1](#[N:2])[c:3]1[cH:4][c:5]([N+:30](=[O:31])[O-:32])[c:6]([CH:9]2[NH:10][C:11](=[O:29])[N:12]([c:19]3[cH:20][c:21]([C:25]([F:26])([F:27])[F:28])[cH:22][cH:23][cH:24]3)[C:13]([CH3:18])=[C:14]2[C:15](=[O:16])[NH2:17])[cH:7][cH:8]1.[CH2:55]1[O:56][CH2:57][CH2:58][CH2:59]1.[CH3:34][O:35][C:36]([NH:37][S:38]([N+:39]([CH2:40][CH3:41])([CH2:42][CH3:43])[CH2:44][CH3:45])(=[O:46])=[O:47])=[O:48].[CH3:49][CH2:50][O:51][C:52](=[O:53])[CH3:54].[OH-:33]>>[C:1](#[N:2])[c:3]1[cH:4][c:5]([N+:30](=[O:31])[O-:32])[c:6]([CH:9]2[NH:10][C:11](=[O:29])[N:12]([c:19]3[cH:20][c:21]([C:25]([F:26])([F:27])[F:28])[cH:22][cH:23][cH:24]3)[C:13]([CH3:18])=[C:14]2[C:15]#[N:17])[cH:7][cH:8]1. Starting materials: FC(CN=C(NC1=NC(=NC=C1)SCCCC(=O)OCC)N)(F)F (ethyl 4-[4-(2-[2,2,2-trifluoroethyl]guanidino)pyrimid-2-ylthio]butyrate), [OH-].[Na+] (sodium hydroxide), CC(=O)O (HOAc). Solvent: O (water). Product: FC(CN=C(NC1=NC(=NC=C1)SCCCC(=O)O)N)(F)F (4-[4-(2-[2,2,2-trifluoroethyl]guanidino)pyrimid-2-ylthio]butyric acid). Yield: 78.9%. As a reaction SMILES: [F:1][C:2]([F:24])([F:23])[CH2:3][N:4]=[C:5]([NH2:22])[NH:6][C:7]1[CH:12]=[CH:11][N:10]=[C:9]([S:13][CH2:14][CH2:15][CH2:16][C:17]([O:19]CC)=[O:18])[N:8]=1.[OH-].[Na+].CC(O)=O>O>[F:24][C:2]([F:1])([F:23])[CH2:3][N:4]=[C:5]([NH2:22])[NH:6][C:7]1[CH:12]=[CH:11][N:10]=[C:9]([S:13][CH2:14][CH2:15][CH2:16][C:17]([OH:19])=[O:18])[N:8]=1 |f:1.2|. Reported procedure: A mixture of ethyl 4-[4-(2-[2,2,2-trifluoroethyl]guanidino)pyrimid-2-ylthio]butyrate (1.03 g.) and a solution of sodium hydroxide (0.13 g.) in water (10 ml.) was heated under reflux for 1 hour and then cooled. The solution was acidified with glacial HOAc and the white solid which crystallised was collected to give 4-[4-(2-[2,2,2-trifluoroethyl]guanidino)pyrimid-2-ylthio]butyric acid (0.75 g.), m.p. 234°-236°. The reactants are CC(C)(C)OC(=O)N1CCNCC1, O=Cc1cc(Cl)ccc1F, [K+], [K+], O=C([O-])[O-], CN(C)C=O, O. Yields the product CC(C)(C)OC(=O)N1CCN(c2ccc(Cl)cc2C=O)CC1. RXN SMILES: [C:11]([CH3:12])([CH3:13])([CH3:14])[O:15][C:16](=[O:17])[N:18]1[CH2:19][CH2:20][NH:21][CH2:22][CH2:23]1.[Cl:1][c:2]1[cH:3][cH:4][c:5]([F:10])[c:6]([CH:7]=[O:8])[cH:9]1.[K+:24].[K+:25].[O-:26][C:27]([O-:28])=[O:29].[O:31]=[CH:32][N:33]([CH3:34])[CH3:35].[OH2:30]>>[Cl:1][c:2]1[cH:3][cH:4][c:5]([N:21]2[CH2:20][CH2:19][N:18]([C:16]([O:15][C:11]([CH3:12])([CH3:13])[CH3:14])=[O:17])[CH2:23][CH2:22]2)[c:6]([CH:7]=[O:8])[cH:9]1. Reactants: FC(C(=O)O)(F)F (trifluoroacetic acid), [N+](=O)([O-])[O-].[Na+] (sodium nitrate), FC=1C=CC=C2CC(N(C12)C)=O (7-fluoro-1-methyl-1,3-dihydro-indol-2-one). The product is FC=1C=C(C=C2CC(N(C12)C)=O)[N+](=O)[O-] (7-fluoro-1-methyl-5-nitro-1,3-dihydro-indol-2-one). Reaction SMILES: FC(F)(F)C(O)=O.[N+:8]([O-:11])([O-])=[O:9].[Na+].[F:13][C:14]1[CH:15]=[CH:16][CH:17]=[C:18]2[C:22]=1[N:21]([CH3:23])[C:20](=[O:24])[CH2:19]2>>[F:13][C:14]1[CH:15]=[C:16]([N+:8]([O-:11])=[O:9])[CH:17]=[C:18]2[C:22]=1[N:21]([CH3:23])[C:20](=[O:24])[CH2:19]2 |f:1.2|. Reported procedure: To a stirring suspension of trifluoroacetic acid (15 mL) and sodium nitrate (0.381 g, 4.48 mmol) was added 7-fluoro-1-methyl-1,3-dihydro-indol-2-one (7, 0.740 g, 4.48 mmol) and the reaction stirred at room temp. After 3½ hrs material poured onto ice water, filtered off resulting a precipitate. Dried on buchner funnel under vacuum overnight to give the title compound. 1H NMR (400 MHz, CHLOROFORM-D) δ ppm 3.4 (d, J=2.7 Hz, 3H) 3.6 (s, 2H) 8.0 (m, 2H). Reactants: foam, BrC=1C=CC2=C(N(C=N2)C2=CC=C(C=C2)F)C1 (6-bromo-1-(4-fluoro-phenyl)-1H-benzo[d]imidazole), BrC=1C=CC2=C(N(C=N2)C2=CC=C(C=C2)F)C1 (6-bromo-1-(4-fluoro-phenyl)-1H-benzo[d]imidazole), C1(=CC=C(C=C1)N1N=CC=C1B(O)O)C (1-p-tolyl-1H-pyrazol-5-ylboronic acid), C1(=CC=C(C=C1)N1N=CC=C1B(O)O)C (1-p-tolyl-1H-pyrazol-5-ylboronic acid). Yields the product FC1=CC=C(C=C1)N1C=NC2=C1C=C(C=C2)C=2N(N=CC2)C2=CC=C(C=C2)C (1-(4-Fluoro-phenyl)-6-(2-p-tolyl-2H-pyrazol-3-yl)-1H-benzoimidazole). Reaction SMILES: Br[C:2]1[CH:3]=[CH:4][C:5]2[N:9]=[CH:8][N:7]([C:10]3[CH:15]=[CH:14][C:13]([F:16])=[CH:12][CH:11]=3)[C:6]=2[CH:17]=1.[C:18]1([CH3:32])[CH:23]=[CH:22][C:21]([N:24]2[C:28](B(O)O)=[CH:27][CH:26]=[N:25]2)=[CH:20][CH:19]=1>>[F:16][C:13]1[CH:14]=[CH:15][C:10]([N:7]2[C:6]3[CH:17]=[C:2]([C:28]4[N:24]([C:21]5[CH:22]=[CH:23][C:18]([CH3:32])=[CH:19][CH:20]=5)[N:25]=[CH:26][CH:27]=4)[CH:3]=[CH:4][C:5]=3[N:9]=[CH:8]2)=[CH:11][CH:12]=1. Reported procedure: The title compound, light brown foam (78 mg, 61%), MS (ISP) m/z=369.2 [(M+H)+], was prepared in accordance with the general method of example 1 from 6-bromo-1-(4-fluoro-phenyl)-1H-benzo[d]imidazole (intermediate G) (100 mg, 344 μmol) and 1-p-tolyl-1H-pyrazol-5-ylboronic acid (intermediate B) (90.2 mg, 447 μmol). Reactants: Cc1c(CCNC(C)c2ncn(C(c3ccccc3)(c3ccccc3)c3ccccc3)c2C)[nH]c2ccccc12, CCOC(C)=O, C1CCOC1. The product is Cc1c2n(c3ccccc13)C(=O)N(C(C)c1ncn(C(c3ccccc3)(c3ccccc3)c3ccccc3)c1C)CC2. Reaction SMILES: [CH3:1][c:2]1[c:3]([CH2:11][CH2:12][NH:13][CH:14]([CH3:15])[c:16]2[n:17][cH:18][n:19]([C:22]([c:23]3[cH:24][cH:25][cH:26][cH:27][cH:28]3)([c:29]3[cH:30][cH:31][cH:32][cH:33][cH:34]3)[c:35]3[cH:36][cH:37][cH:38][cH:39][cH:40]3)[c:20]2[CH3:21])[nH:4][c:5]2[cH:6][cH:7][cH:8][cH:9][c:10]12.[CH3:46][CH2:47][O:48][C:49](=[O:50])[CH3:51].[O:41]1[CH2:42][CH2:45][CH2:44][CH2:43]1>>[CH3:1][c:2]1[c:3]2[n:4]([c:5]3[cH:6][cH:7][cH:8][cH:9][c:10]13)[C:42](=[O:41])[N:13]([CH:14]([CH3:15])[c:16]1[n:17][cH:18][n:19]([C:22]([c:23]3[cH:24][cH:25][cH:26][cH:27][cH:28]3)([c:29]3[cH:30][cH:31][cH:32][cH:33][cH:34]3)[c:35]3[cH:36][cH:37][cH:38][cH:39][cH:40]3)[c:20]1[CH3:21])[CH2:12][CH2:11]2. The reactants are COc1cc(Cl)c(C)c(Br)c1N(C(=O)OC(C)(C)C)C(=O)OC(C)(C)C, O=C([O-])[O-], CO, [K+], [K+]. Yields the product COc1cc(Cl)c(C)c(Br)c1NC(=O)OC(C)(C)C. Reaction SMILES: [C:1]([CH3:2])([CH3:3])([CH3:4])[O:5][C:6](=[O:7])[N:8]([C:9]([O:10][C:11]([CH3:12])([CH3:13])[CH3:14])=[O:15])[c:16]1[c:17]([Br:26])[c:18]([CH3:25])[c:19]([Cl:24])[cH:20][c:21]1[O:22][CH3:23].[C:27](=[O:28])([O-:29])[O-:30].[CH3:33][OH:34].[K+:31].[K+:32]>>[C:1]([CH3:2])([CH3:3])([CH3:4])[O:5][C:6](=[O:7])[NH:8][c:16]1[c:17]([Br:26])[c:18]([CH3:25])[c:19]([Cl:24])[cH:20][c:21]1[O:22][CH3:23]. Solvent: O (water), C1(=CC=CC=C1)C (toluene). Conditions: temperature 155 celsius, time 9 hour. The reactants are C(C1=CC=CC=C1)OC1=CC=C(C=C1)O (4-Benzyloxyphenol), C(C1=CC=CC=C1)Cl (benzyl chloride), C1(OCCO1)=O (ethylene carbonate), [Cl-].[Na+] (sodium chloride), [OH-].[K+] (potassium hydroxide). Reaction SMILES: [CH2:1]([O:8][C:9]1[CH:14]=[CH:13][C:12]([OH:15])=[CH:11][CH:10]=1)[C:2]1[CH:7]=[CH:6][CH:5]=[CH:4][CH:3]=1.C1(=O)O[CH2:19][CH2:18][O:17]1.[Cl-].[Na+].[OH-].[K+].[CH2:26](Cl)[C:27]1[CH:32]=[CH:31][CH:30]=[CH:29][CH:28]=1>S([O-])(O)(=O)=O.C([N+](CCCC)(CCCC)CCCC)CCC.O.C1(C)C=CC=CC=1>[CH2:26]([O:17][CH2:18][CH2:19][O:15][C:12]1[CH:11]=[CH:10][C:9]([O:8][CH2:1][C:2]2[CH:3]=[CH:4][CH:5]=[CH:6][CH:7]=2)=[CH:14][CH:13]=1)[C:27]1[CH:32]=[CH:31][CH:30]=[CH:29][CH:28]=1 |f:2.3,4.5,7.8|. The product is C(C1=CC=CC=C1)OCCOC1=CC=C(C=C1)OCC1=CC=CC=C1 (1-Benzyloxy-2-[4-(benzyloxy)phenoxy]ethane). Procedure: 4-Benzyloxyphenol (60.6 g, 0.3 mole), ethylene carbonate (32.0 g, 0.36 mole) and sodium chloride (4.0 g, 0.07 mole) were placed in a 500 ml, three-necked, round-bottom flask equipped with a mechanical stirrer and a reflux condenser. The reaction mixture was stirred and heated to 155° C. After 9 hours, the reaction mixture was cooled to 100° C. and most of the lower boiling materials were removed under reduced pressure. Then, tetrabutylammonium hydrogen sulfate (4.0 g, 0.012 mole) and finely powd... The reagents and catalysts are S(=O)(=O)(O)[O-].C(CCC)[N+](CCCC)(CCCC)CCCC (tetrabutylammonium hydrogen sulfate).